describe an organic reaction: reactants, conditions, products, and yield From a dataset of the Open Reaction Database (ORD), a public repository of structured organic reaction records. Reported procedure: The mixture of 1-benzyl-4-tert-butoxycarbonylamino-pyrrolidine-2-carboxylic acid, 1-ethyl-3-(3-dimethylaminopropyl)-carbodiimidehydrochloride, N-hydroxybenzotriazole, 2-piperazin-1-yl-benzonitrile and triethylamine in DCM is stirred overnight. The crude product is purified to afford {1-benzyl-5-[4-(2-cyano-phenyl)-piperazine-1-carbonyl]-pyrrolidine-3-yl}carbamic acid tert-butyl ester (41). Run at time 8 hour. Reactants: C(C1=CC=CC=C1)N1C(CC(C1)NC(=O)OC(C)(C)C)C(=O)O (1-benzyl-4-tert-butoxycarbonylamino-pyrrolidine-2-carboxylic acid), Cl.C(C)N=C=NCCCN(C)C (1-ethyl-3-(3-dimethylaminopropyl)-carbodiimidehydrochloride), ON1N=NC2=C1C=CC=C2 (N-hydroxybenzotriazole), N1(CCNCC1)C1=C(C#N)C=CC=C1 (2-piperazin-1-yl-benzonitrile). Yields the product C(C)(C)(C)OC(NC1CN(C(C1)C(=O)N1CCN(CC1)C1=C(C=CC=C1)C#N)CC1=CC=CC=C1)=O ({1-benzyl-5-[4-(2-cyano-phenyl)-piperazine-1-carbonyl]-pyrrolidine-3-yl}carbamic acid tert-butyl ester). As a reaction SMILES: [CH2:1]([N:8]1[CH2:12][CH:11]([NH:13][C:14]([O:16][C:17]([CH3:20])([CH3:19])[CH3:18])=[O:15])[CH2:10][CH:9]1[C:21](O)=[O:22])[C:2]1[CH:7]=[CH:6][CH:5]=[CH:4][CH:3]=1.Cl.C(N=C=NCCCN(C)C)C.ON1C2C=CC=CC=2N=N1.[N:46]1([C:52]2[CH:59]=[CH:58][CH:57]=[CH:56][C:53]=2[C:54]#[N:55])[CH2:51][CH2:50][NH:49][CH2:48][CH2:47]1>C(Cl)Cl.C(N(CC)CC)C>[C:17]([O:16][C:14](=[O:15])[NH:13][CH:11]1[CH2:10][CH:9]([C:21]([N:49]2[CH2:48][CH2:47][N:46]([C:52]3[CH:59]=[CH:58][CH:57]=[CH:56][C:53]=3[C:54]#[N:55])[CH2:51][CH2:50]2)=[O:22])[N:8]([CH2:1][C:2]2[CH:7]=[CH:6][CH:5]=[CH:4][CH:3]=2)[CH2:12]1)([CH3:18])([CH3:20])[CH3:19] |f:1.2|. Solvent: C(Cl)Cl (DCM), C(C)N(CC)CC (triethylamine). Reactants: C1=C(NC=N1)/C=C/C(=O)O (urocanic acid), CO (methanol). Reaction conditions: time 1 hour. The product is N1C=NC(=C1)C=CC(=O)OC (methyl 3-(4-imidazolyl)-2-propenoate). RXN SMILES: [CH:1]1[N:5]=[CH:4][NH:3][C:2]=1/[CH:6]=[CH:7]/[C:8]([OH:10])=[O:9].[CH3:11]O>>[NH:5]1[CH:1]=[C:2]([CH:6]=[CH:7][C:8]([O:10][CH3:11])=[O:9])[N:3]=[CH:4]1. Procedure details: Through a suspension of urocanic acid (5.0 g) in methanol at 0° C. was bubbled HCl gas until the solution was saturated. The reaction was stirred for one hour, then concentrated in vacuo to dryness to provide the crude product 2 which was used in the next step without further purification. Reactants: Cl.O1CCOCC1 (hydrogen chloride dioxane), C(\C=C\CCCCCCC)(=O)N1CCN(CC1)CCC(=O)O (3-[4-((E)-2-decenoyl)piperazin-1-yl]propionic acid). The solvent is C(Cl)Cl (methylene chloride). Product: Cl.C(\C=C\CCCCCCC)(=O)N1CCN(CC1)CCC(=O)O (3-[4((E)-2-decenoyl)piperazin-1-yl]propionic acid hydrochloride). As a reaction SMILES: [ClH:1].O1CCOCC1.[C:8]([N:19]1[CH2:24][CH2:23][N:22]([CH2:25][CH2:26][C:27]([OH:29])=[O:28])[CH2:21][CH2:20]1)(=[O:18])/[CH:9]=[CH:10]/[CH2:11][CH2:12][CH2:13][CH2:14][CH2:15][CH2:16][CH3:17]>C(Cl)Cl>[ClH:1].[C:8]([N:19]1[CH2:24][CH2:23][N:22]([CH2:25][CH2:26][C:27]([OH:29])=[O:28])[CH2:21][CH2:20]1)(=[O:18])/[CH:9]=[CH:10]/[CH2:11][CH2:12][CH2:13][CH2:14][CH2:15][CH2:16][CH3:17] |f:0.1,4.5|. Procedure: In addition, the low-melting point crystals Compound 21 were dissolved in methylene chloride, and treated with hydrogen chloride-dioxane, to produce 3-[4((E)-2-decenoyl)piperazin-1-yl]propionic acid hydrochloride (crystals, mp 201°-203° C.). The reactants are O=C([O-])[O-], CCOCCOc1nc(N)c2nc(OC)[nH]c2n1, CS(=O)(=O)OCC1CCCOC1, CN(C)C=O, CCOC(C)=O, O=C(O)C(F)(F)F, [K+], [K+]. Yields the product CCOCCOc1nc(N)c2nc(OC)n(CC3CCCOC3)c2n1. As a reaction SMILES: [C:26](=[O:27])([O-:28])[O-:29].[CH2:8]([CH3:9])[O:10][CH2:11][CH2:12][O:13][c:14]1[n:15][c:16]([NH2:25])[c:17]2[n:18][c:19]([O:23][CH3:24])[nH:20][c:21]2[n:22]1.[CH3:32][S:33]([O:34][CH2:37][CH:38]1[CH2:39][O:40][CH2:41][CH2:42][CH2:43]1)(=[O:35])=[O:36].[CH3:44][N:45]([CH3:46])[CH:47]=[O:48].[CH3:49][CH2:50][O:51][C:52](=[O:53])[CH3:54].[F:1][C:2]([F:3])([F:4])[C:5]([OH:6])=[O:7].[K+:30].[K+:31]>>[CH2:8]([CH3:9])[O:10][CH2:11][CH2:12][O:13][c:14]1[n:15][c:16]([NH2:25])[c:17]2[n:18][c:19]([O:23][CH3:24])[n:20]([CH2:37][CH:38]3[CH2:39][O:40][CH2:41][CH2:42][CH2:43]3)[c:21]2[n:22]1. Starting materials: C(C)(C)(C)OC(N[C@@H]1C(N(CC1)[C@@H]1[C@@H](C[C@@H](CC1)N=[N+]=[N-])CS(=O)(=O)C1=CC=C(C=C1)SC)=O)=O ({(3S)-1-[(1S,2R,4R)-4-Azido-2-(4-methylsulfanyl-benzenesulfonylmethyl)-cyclohexyl]-2-oxo-pyrrolidin-3-yl}-carbamic acid tert-butyl ester), 10f, [H][H] (hydrogen). Reagents/catalysts: [Pd].[O-]S(=O)(=O)[O-].[Ba+2] (Pd BaSO4). The solvent is CO (MeOH). The product is C(C)(C)(C)OC(N[C@@H]1C(N(CC1)[C@@H]1[C@@H](C[C@@H](CC1)N)CS(=O)(=O)C1=CC=C(C=C1)SC)=O)=O ({(3S)-1-[(1S,2R,4R)-4-amino-2-(4-methylsulfanyl-benzenesulfonylmethyl)-cyclohexyl]-2-oxo-pyrrolidin-3-yl}-carbamic acid tert-butyl ester). Isolated yield 149.4%. Reaction SMILES: [C:1]([O:5][C:6](=[O:35])[NH:7][C@H:8]1[CH2:12][CH2:11][N:10]([C@H:13]2[CH2:18][CH2:17][C@@H:16]([N:19]=[N+]=[N-])[CH2:15][C@H:14]2[CH2:22][S:23]([C:26]2[CH:31]=[CH:30][C:29]([S:32][CH3:33])=[CH:28][CH:27]=2)(=[O:25])=[O:24])[C:9]1=[O:34])([CH3:4])([CH3:3])[CH3:2].[H][H]>CO.[Pd].[O-]S([O-])(=O)=O.[Ba+2]>[C:1]([O:5][C:6](=[O:35])[NH:7][C@H:8]1[CH2:12][CH2:11][N:10]([C@H:13]2[CH2:18][CH2:17][C@@H:16]([NH2:19])[CH2:15][C@H:14]2[CH2:22][S:23]([C:26]2[CH:31]=[CH:30][C:29]([S:32][CH3:33])=[CH:28][CH:27]=2)(=[O:25])=[O:24])[C:9]1=[O:34])([CH3:4])([CH3:2])[CH3:3] |f:3.4.5|. Reported procedure: {(3S)-1-[(1S,2R,4R)-4-Azido-2-(4-methylsulfanyl-benzenesulfonylmethyl)-cyclohexyl]-2-oxo-pyrrolidin-3-yl}-carbamic acid tert-butyl ester (350 mg), from the synthesis of Example 17 (analogous to 10f), was dissolved in MeOH (5 mL) prior to the addition of 5% Pd/BaSO4 (300 mg). A hydrogen balloon was added and the mixture was stirred. After stirring 1 h, the Pd/BaSO4 was filtered off and the solvent was concentrated to give {(3S)-1-[(1S,2R,4R)-4-amino-2-(4-methylsulfanyl-benzenesulfonylmethyl)-cycl... The product is CCOC(=O)c1ccc(C#N)c(NCC(C)C)c1. As a reaction SMILES: [Br:1][c:2]1[cH:3][c:4]([C:5](=[O:6])[O:7][CH2:8][CH3:9])[cH:10][cH:11][c:12]1[C:13]#[N:14].[CH3:15][CH:16]([CH2:17][NH2:18])[CH3:19].[K+:25].[K+:26].[K+:27].[O:28]1[CH2:29][CH2:30][O:31][CH2:32][CH2:33]1.[O:37]=[C:38]([CH:39]=[CH:40][c:41]1[cH:42][cH:43][cH:44][cH:45][cH:46]1)[CH:47]=[CH:48][c:49]1[cH:50][cH:51][cH:52][cH:53][cH:54]1.[O:55]=[C:56]([CH:57]=[CH:58][c:59]1[cH:60][cH:61][cH:62][cH:63][cH:64]1)[CH:65]=[CH:66][c:67]1[cH:68][cH:69][cH:70][cH:71][cH:72]1.[O:73]=[C:74]([CH:75]=[CH:76][c:77]1[cH:78][cH:79][cH:80][cH:81][cH:82]1)[CH:83]=[CH:84][c:85]1[cH:86][cH:87][cH:88][cH:89][cH:90]1.[OH2:34].[P:20]([O-:21])([O-:22])([O-:23])=[O:24].[Pd:35].[Pd:36]>>[c:2]1([NH:18][CH2:17][CH:16]([CH3:15])[CH3:19])[cH:3][c:4]([C:5](=[O:6])[O:7][CH2:8][CH3:9])[cH:10][cH:11][c:12]1[C:13]#[N:14]. The reactants are CCOC(=O)c1ccc(C#N)c(Br)c1, CC(C)CN, [K+], [K+], [K+], C1COCCO1, O=C(C=Cc1ccccc1)C=Cc1ccccc1, O=C(C=Cc1ccccc1)C=Cc1ccccc1, O=C(C=Cc1ccccc1)C=Cc1ccccc1, O, O=P([O-])([O-])[O-], [Pd], [Pd]. Reactants: CCO, N#Cc1c(Cl)ccc([N+](=O)[O-])c1Cl, N. Yields the product N#Cc1c(Cl)ccc([N+](=O)[O-])c1N. Reaction SMILES: [CH3:15][CH2:16][OH:17].[Cl:1][c:2]1[c:3]([C:4]#[N:5])[c:6]([Cl:13])[cH:7][cH:8][c:9]1[N+:10](=[O:11])[O-:12].[NH3:14]>>[c:2]1([NH2:14])[c:3]([C:4]#[N:5])[c:6]([Cl:13])[cH:7][cH:8][c:9]1[N+:10](=[O:11])[O-:12]. Reactants: COC(CN1OC2=C(C1=O)C=C(C(=C2)OC)S(=O)(=O)Cl)=O (5-Chlorosulfonyl-6-methoxy-3-oxo-3H-benzo[d]isoxazol-2-yl-acetic acid methyl ester), COC(CN1OC2=C(C1=O)C=C(C(=C2)OC)SCC2=C(N=C(S2)C2=CC=C(C=C2)C(F)(F)F)C)=O (6-Methoxy-5-[4-methyl-2-(4-trifluoromethyl-phenyl)-thiazol-5-ylmethylsulfanyl]-3-oxo-3H-benzo[d]isoxazol-2-yl-acetic acid methyl ester), COC(CN1OC2=C(C1=O)C=C(C(=C2)OC)SCC2=C(N=C(S2)C2=CC=C(C=C2)C(F)(F)F)C)=O (6-Methoxy-5-[4-methyl-2-(4-trifluoromethyl-phenyl)-thiazol-5-ylmethylsulfanyl]-3-oxo-3H-benzo[d]isoxazol-2-yl-acetic acid methyl ester). The product is COC(CN1OC2=C(C1=O)C=C(C(=C2)OC)S)=O (5-Mercapto-6-methoxy-3-oxo-3H-benzo [d]isoxazol-2-yl-acetic acid methyl ester). RXN SMILES: [CH3:1][O:2][C:3](=[O:21])[CH2:4][N:5]1[C:9](=[O:10])[C:8]2[CH:11]=[C:12]([S:17](Cl)(=O)=O)[C:13]([O:15][CH3:16])=[CH:14][C:7]=2[O:6]1.COC(=O)CN1C(=O)C2C=C(SCC3SC(C4C=CC(C(F)(F)F)=CC=4)=NC=3C)C(OC)=CC=2O1>>[CH3:1][O:2][C:3](=[O:21])[CH2:4][N:5]1[C:9](=[O:10])[C:8]2[CH:11]=[C:12]([SH:17])[C:13]([O:15][CH3:16])=[CH:14][C:7]=2[O:6]1. Procedure: Compound 22E was prepared according to the method of example 1C utilizing compound 22D. Compound 22E was prepared in 10% yield. MS: 268 (M−1)+. Preparation of 6-Methoxy-5-[4-methyl-2-(4-trifluoromethyl-phenyl)-thiazol-5-ylmethylsulfanyl]-3-oxo-3H-benzo[d]isoxazol-2-yl-acetic acid methyl ester (Compound 22F) Reactants: FC=1C=C(C=CC1[N+](=O)[O-])O (3-fluoro-4-nitrophenol), C(=O)([O-])[O-].[Na+].[Na+] (Na2CO3), O (water), C(C1=CC=CC=C1)Br (benzyl bromide). Solvent: CN(C)C=O (DMF). Run at time 3 day. The product is C(C1=CC=CC=C1)OC1=CC(=C(C=C1)[N+](=O)[O-])F (4-benzyloxy-2-fluoronitrobenzene). Yield: 96.7%. As a reaction SMILES: [F:1][C:2]1[CH:3]=[C:4]([OH:11])[CH:5]=[CH:6][C:7]=1[N+:8]([O-:10])=[O:9].C([O-])([O-])=O.[Na+].[Na+].[CH2:18](Br)[C:19]1[CH:24]=[CH:23][CH:22]=[CH:21][CH:20]=1.O>CN(C=O)C>[CH2:18]([O:11][C:4]1[CH:5]=[CH:6][C:7]([N+:8]([O-:10])=[O:9])=[C:2]([F:1])[CH:3]=1)[C:19]1[CH:24]=[CH:23][CH:22]=[CH:21][CH:20]=1 |f:1.2.3|. Procedure: A solution of 3-fluoro-4-nitrophenol (25 g; 0.159 mol) in DMF (600 ml) under argon was treated at room temperature with Na2CO3 (33.7 g; 0.318 mol). The mixture was stirred and treated dropwise with benzyl bromide (32.6 g; 0.19 mol). Stirring was continued for 3 days when the mixture was poured into water and extracted with Et2O. The organic phase was washed with water, brine and dried over MgSO4. Evaporation gave 4-benzyloxy-2-fluoronitrobenzene as a yellow solid (38 g). Starting materials: CCCC(=O)c1cc(C(=O)OC)ccc1O, CCO, Cl, NO, c1ccncc1. Product: CCCC(=NO)c1cc(C(=O)OC)ccc1O. Reaction SMILES: [C:1]([CH2:2][CH2:3][CH3:4])(=[O:5])[c:6]1[cH:7][c:8]([C:9](=[O:10])[O:11][CH3:12])[cH:13][cH:14][c:15]1[OH:16].[CH3:26][CH2:27][OH:28].[ClH:23].[NH2:24][OH:25].[cH:17]1[cH:18][cH:19][n:20][cH:21][cH:22]1>>[C:1]([CH2:2][CH2:3][CH3:4])([c:6]1[cH:7][c:8]([C:9](=[O:10])[O:11][CH3:12])[cH:13][cH:14][c:15]1[OH:16])=[N:24][OH:25].